This data is from the Open Reaction Database (ORD), a public repository of structured organic reaction records. The task is: describe an organic reaction: reactants, conditions, products, and yield Run in C1CCOC1 (THF), C(Cl)Cl (DCM). Yields the product OC=1C=C(C=CC1OC)/C=C/C(=O)NC1=CC(=CC=C1)OCC=1OC(=CC1)C ((E)-3-(3-hydroxy-4-methoxy-phenyl)-N-[3-(5-methyl-furan-2-ylmethoxy)-phenyl]-acrylamide). Isolated yield 1.7%. Reaction conditions: time 16 hour. The reactants are CCOC(=O)/N=N/C(=O)OCC (Diethylazodicarboxylate), C(C)(=O)OC=1C=C(C=CC1OC)/C=C/C(=O)NC1=CC(=CC=C1)O ((E)-3-(3-acetoxy-4-methoxy-phenyl)-N-(3-hydroxy-phenyl)-acrylamide), CC1=CC=C(O1)CO ((5-methyl-furan-2-yl)-methanol), C1(=CC=CC=C1)P(C1=CC=CC=C1)C1=CC=CC=C1 (triphenylphosphine). RXN SMILES: CCOC(/N=N/C(OCC)=O)=O.C([O:16][C:17]1[CH:18]=[C:19](/[CH:25]=[CH:26]/[C:27]([NH:29][C:30]2[CH:35]=[CH:34][CH:33]=[C:32]([OH:36])[CH:31]=2)=[O:28])[CH:20]=[CH:21][C:22]=1[O:23][CH3:24])(=O)C.[CH3:37][C:38]1[O:42][C:41]([CH2:43]O)=[CH:40][CH:39]=1.C1(P(C2C=CC=CC=2)C2C=CC=CC=2)C=CC=CC=1>C1COCC1.C(Cl)Cl>[OH:16][C:17]1[CH:18]=[C:19](/[CH:25]=[CH:26]/[C:27]([NH:29][C:30]2[CH:35]=[CH:34][CH:33]=[C:32]([O:36][CH2:43][C:41]3[O:42][C:38]([CH3:37])=[CH:39][CH:40]=3)[CH:31]=2)=[O:28])[CH:20]=[CH:21][C:22]=1[O:23][CH3:24]. Reported procedure: Diethylazodicarboxylate (1.13 mL 5.83 mmol) was added dropwise to a solution of (E)-3-(3-acetoxy-4-methoxy-phenyl)-N-(3-hydroxy-phenyl)-acrylamide (0.763 g, 2.33 mmol), (5-methyl-furan-2-yl)-methanol (0.392 g, 3.5 mmol) and triphenylphosphine (1.53 g, 5.83 mmol) in dry THF (20 mL) at 0° C. The resulting solution was allowed to reach RT and stirred for 16 hrs. The reaction mixture was then diluted with DCM and washed with water, aqueous hydrochloric acid, and brine. The organic layer was then dri... Starting materials: CC1(c2cc(Br)ccc2F)CO1, CCO, [Cl-], [N-]=[N+]=[N-], [NH4+], [Na+], C1COCCOCCOCCOCCOCCO1. Product: CC(O)(CN=[N+]=[N-])c1cc(Br)ccc1F. As a reaction SMILES: [Br:1][c:2]1[cH:3][cH:4][c:5]([F:12])[c:6]([C:8]2([CH3:11])[O:9][CH2:10]2)[cH:7]1.[CH3:37][CH2:38][OH:39].[Cl-:17].[N-:13]=[N+:14]=[N-:15].[NH4+:18].[Na+:16].[O:19]1[CH2:20][CH2:21][O:22][CH2:23][CH2:24][O:25][CH2:26][CH2:27][O:28][CH2:29][CH2:30][O:31][CH2:32][CH2:33][O:34][CH2:35][CH2:36]1>>[Br:1][c:2]1[cH:3][cH:4][c:5]([F:12])[c:6]([C:8]([OH:9])([CH2:10][N:13]=[N+:14]=[N-:15])[CH3:11])[cH:7]1. Reactants: CCCCCCCCCCCCCCOc1ccc(C(=O)O)cc1, CN(C)c1ccccn1, C(=NC1CCCCC1)=NC1CCCCC1, ClCCl, CCCCCCC(C)OC(=O)c1cnc(-c2ccc(O)cc2)nc1. Yields the product CCCCCCCCCCCCCCOc1ccc(C(=O)Oc2ccc(-c3ncc(C(=O)OC(C)CCCCCC)cn3)cc2)cc1. As a reaction SMILES: [CH2:25]([CH2:26][CH2:27][CH2:28][CH2:29][CH2:30][CH2:31][CH2:32][CH2:33][CH2:34][CH2:35][CH2:36][CH2:37][CH3:38])[O:39][c:40]1[cH:41][cH:42][c:43]([C:44](=[O:45])[OH:46])[cH:47][cH:48]1.[CH3:64][N:65]([c:66]1[cH:67][cH:68][cH:69][cH:70][n:71]1)[CH3:72].[CH:49]1([N:50]=[C:51]=[N:52][CH:53]2[CH2:54][CH2:55][CH2:56][CH2:57][CH2:58]2)[CH2:59][CH2:60][CH2:61][CH2:62][CH2:63]1.[Cl:73][CH2:74][Cl:75].[OH:1][c:2]1[cH:3][cH:4][c:5](-[c:8]2[n:9][cH:10][c:11]([C:14](=[O:15])[O:16][CH:17]([CH2:18][CH2:19][CH2:20][CH2:21][CH2:22][CH3:23])[CH3:24])[cH:12][n:13]2)[cH:6][cH:7]1>>[O:1]([c:2]1[cH:3][cH:4][c:5](-[c:8]2[n:9][cH:10][c:11]([C:14](=[O:15])[O:16][CH:17]([CH2:18][CH2:19][CH2:20][CH2:21][CH2:22][CH3:23])[CH3:24])[cH:12][n:13]2)[cH:6][cH:7]1)[C:44]([c:43]1[cH:42][cH:41][c:40]([O:39][CH2:25][CH2:26][CH2:27][CH2:28][CH2:29][CH2:30][CH2:31][CH2:32][CH2:33][CH2:34][CH2:35][CH2:36][CH2:37][CH3:38])[cH:48][cH:47]1)=[O:45]. Run at temperature 85 celsius. The reagents and catalysts are C=1C=CC(=CC1)/C=C/C(=O)/C=C/C2=CC=CC=C2.C=1C=CC(=CC1)/C=C/C(=O)/C=C/C2=CC=CC=C2.C=1C=CC(=CC1)/C=C/C(=O)/C=C/C2=CC=CC=C2.[Pd].[Pd] (tris(dibenzylideneacetone)dipalladium). As a reaction SMILES: Br[C:2]1[C:3]([O:8][CH2:9][C:10]2[CH:15]=[CH:14][C:13]([O:16][CH3:17])=[CH:12][CH:11]=2)=[N:4][CH:5]=[CH:6][CH:7]=1.[OH:18][CH:19]1[CH2:24][CH2:23][NH:22][CH2:21][CH2:20]1.C1(P(C2C=CC=CC=2)C2C=CC3C(=CC=CC=3)C=2C2C3C(=CC=CC=3)C=CC=2P(C2C=CC=CC=2)C2C=CC=CC=2)C=CC=CC=1.CC(C)([O-])C.[Na+]>C1(C)C=CC=CC=1.C(OCC)(=O)C.C1C=CC(/C=C/C(/C=C/C2C=CC=CC=2)=O)=CC=1.C1C=CC(/C=C/C(/C=C/C2C=CC=CC=2)=O)=CC=1.C1C=CC(/C=C/C(/C=C/C2C=CC=CC=2)=O)=CC=1.[Pd].[Pd]>[CH3:17][O:16][C:13]1[CH:14]=[CH:15][C:10]([CH2:9][O:8][C:3]2[C:2]([N:22]3[CH2:23][CH2:24][CH:19]([OH:18])[CH2:20][CH2:21]3)=[CH:7][CH:6]=[CH:5][N:4]=2)=[CH:11][CH:12]=1 |f:3.4,7.8.9.10.11|. Isolated yield 57.0%. The solvent is C(C)(=O)OCC (ethyl acetate), C1(=CC=CC=C1)C (toluene). Product: COC1=CC=C(COC2=NC=CC=C2N2CCC(CC2)O)C=C1 (2′-(4-Methoxybenzyloxy)-3,4,5,6-tetrahydro-2H-[1,3′]bipyridinyl-4-ol), oil. Starting materials: BrC=1C(=NC=CC1)OCC1=CC=C(C=C1)OC (3-bromo-2-(4-methoxybenzyloxy)pyridine), OC1CCNCC1 (4-hydroxypiperidine), C1(=CC=CC=C1)P(C1=C(C2=CC=CC=C2C=C1)C1=C(C=CC2=CC=CC=C12)P(C1=CC=CC=C1)C1=CC=CC=C1)C1=CC=CC=C1 (racemic-2,2′-bis(diphenylphosphino)-1,1′-binaphthyl), CC(C)([O-])C.[Na+] (sodium-t-butoxide). Reported procedure: A mixture of 3-bromo-2-(4-methoxybenzyloxy)pyridine (7.25 g, 24.65 mmol), 4-hydroxypiperidine (3.74 g, 36.97 mmol), tris(dibenzylideneacetone)dipalladium (451 mg, 0.493 mmol), racemic-2,2′-bis(diphenylphosphino)-1,1′-binaphthyl (614 mg, 0.986 mmol), and sodium-t-butoxide (3.32 g, 34.51 mmol) in anhydrous toluene (90 ml) was heated at 85° C. under nitrogen for 22 hours. The reaction mixture was diluted with ethyl acetate, washed with sat'd NaCl(aq.), dried (MgSO4), filtered, and concentrated. Elu... Reactants: N1=C(NC=2C=NC=CC21)C2=CC=CC=1C(C=3N(C21)C=CC3)=NO (5-(3H-imidazo[4,5-c]pyridin-2-yl)pyrrolo[1,2-a]indol-9-one oxime), C(C)O (ethanol), O (water). Reagents/catalysts: [Zn] (zinc). Run in C(C)(=O)O (acetic acid). The product is N1=C(NC=2C=NC=CC21)C2=CC=CC=1C(C=3N(C21)C=CC3)N (5-(3H-imidazo[4,5-c]pyridin-2-yl)-9H-pyrrolo[1,2-a]indol-9-ylamine). Yield: 26.7%. Reaction SMILES: [N:1]1[C:9]2[CH:8]=[CH:7][N:6]=[CH:5][C:4]=2[NH:3][C:2]=1[C:10]1[C:18]2[N:17]3[CH:19]=[CH:20][CH:21]=[C:16]3[C:15](=[N:22]O)[C:14]=2[CH:13]=[CH:12][CH:11]=1.C(O)C.O>C(O)(=O)C.[Zn]>[N:1]1[C:9]2[CH:8]=[CH:7][N:6]=[CH:5][C:4]=2[NH:3][C:2]=1[C:10]1[C:18]2[N:17]3[CH:19]=[CH:20][CH:21]=[C:16]3[CH:15]([NH2:22])[C:14]=2[CH:13]=[CH:12][CH:11]=1. Reported procedure: In a 100 ml round-bottomed flask, a mixture of 200 mg of 5-(3H-imidazo[4,5-c]pyridin-2-yl)pyrrolo[1,2-a]indol-9-one oxime obtained according to the preceding stage, in 5 ml of glacial acetic acid, 5 ml of ethanol and 5 ml of water, is stirred at ambient temperature. 43 mg of powdered zinc are added and the stirring is maintained at ambient temperature for 2 hours. The reaction medium is filtered through clarcel, washing being carried out with methanol. The filtrate is evaporated to dryness under... Starting materials: COC(=O)C1=NC(=C(C=C1)Br)OCC1CC1 (5-bromo-6-(cyclopropylmethoxy)-pyridine-2-carboxylic acid methyl ester), FC(CNCC(F)(F)F)(F)F (bis(2,2,2-trifluoroethyl)amine), C1(=CC=CC=C1)P(C1=C(C2=CC=CC=C2C=C1)C1=C(C=CC2=CC=CC=C12)P(C1=CC=CC=C1)C1=CC=CC=C1)C1=CC=CC=C1 ((±)-2,2′-bis(diphenylphosphino)-1,1′-binaphthalene), C([O-])([O-])=O.[Cs+].[Cs+] (cesium carbonate). The reagents and catalysts are [Pd].[Pd].C(C1=CC=CC=C1)=CC(=O)C=CC1=CC=CC=C1.C(C1=CC=CC=C1)=CC(=O)C=CC1=CC=CC=C1.C(C1=CC=CC=C1)=CC(=O)C=CC1=CC=CC=C1 (tris(dibenzylideneacetone) dipalladium). Run in C1(=CC=CC=C1)C (toluene). Product: COC(=O)C1=NC(=C(C=C1)N(CC(F)(F)F)CC(F)(F)F)OCC1CC1 (5-(Bis(2,2,2-trifluoroethyl)amino)-6-(cyclopropylmethoxy)-pyridine-2-carboxylic acid methyl ester). The yield is 29.7%. Reaction SMILES: [CH3:1][O:2][C:3]([C:5]1[CH:10]=[CH:9][C:8](Br)=[C:7]([O:12][CH2:13][CH:14]2[CH2:16][CH2:15]2)[N:6]=1)=[O:4].[F:17][C:18]([F:27])([F:26])[CH2:19][NH:20][CH2:21][C:22]([F:25])([F:24])[F:23].C1(P(C2C=CC=CC=2)C2C=CC3C(=CC=CC=3)C=2C2C3C(=CC=CC=3)C=CC=2P(C2C=CC=CC=2)C2C=CC=CC=2)C=CC=CC=1.C(=O)([O-])[O-].[Cs+].[Cs+]>C1(C)C=CC=CC=1.[Pd].[Pd].C(=CC(C=CC1C=CC=CC=1)=O)C1C=CC=CC=1.C(=CC(C=CC1C=CC=CC=1)=O)C1C=CC=CC=1.C(=CC(C=CC1C=CC=CC=1)=O)C1C=CC=CC=1>[CH3:1][O:2][C:3]([C:5]1[CH:10]=[CH:9][C:8]([N:20]([CH2:19][C:18]([F:17])([F:26])[F:27])[CH2:21][C:22]([F:25])([F:24])[F:23])=[C:7]([O:12][CH2:13][CH:14]2[CH2:16][CH2:15]2)[N:6]=1)=[O:4] |f:3.4.5,7.8.9.10.11|. Procedure: Under a nitrogen atmosphere, a solution of 5-bromo-6-(cyclopropylmethoxy)-pyridine-2-carboxylic acid methyl ester (Example 114 a, 1 g, 3.5 mmol), bis(2,2,2-trifluoroethyl)amine (1.90 g, 10 mmol), (±)-2,2′-bis(diphenylphosphino)-1,1′-binaphthalene (CAN 98327-87-8, 0.435 g, 1 mmol), tris(dibenzylideneacetone) dipalladium (CAN 51364-51-3, 0.32 g, 0.35 mmol) and cesium carbonate (CAN 534-17-8, 3.4 g, 10 mmol) in toluene (50 mL) was reacted overnight at 110° C. The reaction mixture was concentrated u...